From a dataset of the Open Reaction Database (ORD), a public repository of structured organic reaction records. describe an organic reaction: reactants, conditions, products, and yield Starting materials: C(C)(=O)OCCC1=CC=C(C=C1)NC(C)=O (4-Acetamidophenethyl acetate), P12(=S)SP3(=S)SP(=S)(S1)SP(=S)(S2)S3 (phosphorus pentasulfide). Run in C1(=CC=CC=C1)C (toluene). Yields the product C(C)(=O)OCCC1=CC=C(C=C1)NC(C)=S (4-Thioacetamidophenethyl Acetate). Isolated yield 142.3%. RXN SMILES: [C:1]([O:4][CH2:5][CH2:6][C:7]1[CH:12]=[CH:11][C:10]([NH:13][C:14](=O)[CH3:15])=[CH:9][CH:8]=1)(=[O:3])[CH3:2].P12(SP3(SP(SP(S3)(S1)=S)(=S)S2)=S)=[S:18]>C1(C)C=CC=CC=1>[C:1]([O:4][CH2:5][CH2:6][C:7]1[CH:12]=[CH:11][C:10]([NH:13][C:14](=[S:18])[CH3:15])=[CH:9][CH:8]=1)(=[O:3])[CH3:2]. Procedure details: 4-Acetamidophenethyl acetate (10.0 g, 45.2 mmol) and phosphorus pentasulfide (10.0 g, 22.5 mmol) were suspended in toluene (200 ml). The suspension was refluxed for 40 min. After cooling the supernatant was decanted into a separatory funnel and washed with 50% aqueous Na2CO3 solution (70 ml) and then with water (70 ml). The organic toluene layer was dried over anhydrous sodium sulfate overnight. The dried toluene solution was concentrated to dryness to give a yellowish solid (7.6 g, 71%). This s... Starting materials: C1C(N2CCCC3=CC=CC1=C23)=O (5,6-dihydro-4H-pyrrolo[3,2,1-ij]quinolin-2(1H)-one), ClCCCCC(=O)Cl (5-chlorovaleryl chloride). The product is ClCCCCC(=O)C=1C=C2CCCN3C2=C(C1)CC3=O (8-(5-Chloropentanoyl)-5,6-dihydro-4H-pyrrolo[3,2,1-ij]quinolin-2(1H)-one). Yield: 64.9%. As a reaction SMILES: [CH2:1]1[C:11]2=[C:12]3[C:7](=[CH:8][CH:9]=[CH:10]2)[CH2:6][CH2:5][CH2:4][N:3]3[C:2]1=[O:13].[Cl:14][CH2:15][CH2:16][CH2:17][CH2:18][C:19](Cl)=[O:20]>>[Cl:14][CH2:15][CH2:16][CH2:17][CH2:18][C:19]([C:9]1[CH:8]=[C:7]2[C:12]3=[C:11]([CH2:1][C:2](=[O:13])[N:3]3[CH2:4][CH2:5][CH2:6]2)[CH:10]=1)=[O:20]. Reported procedure: Using 5,6-dihydro-4H-pyrrolo[3,2,1-ij]quinolin-2(1H)-one (3.46 g) and 5-chlorovaleryl chloride (3.4 g) according to the same method as that of Reference Example 1, the title compound (3.78 g) was obtained as pale yellow crystals having a melting point of 89 to 90° C. The reactants are C(C)(C)(C)OC(N[C@H](C(=O)N1OCCCC1)CC1=CC=CC=C1)=O (tert-butyl[(2S)-1-(1,2-oxazinan-2-yl)-1-oxo-3-phenylpropan-2-yl]carbamate), C(C)(C)(C)OC(N[C@H](C(=O)N1OCCCC1)CC1=CC=CC=C1)=O (tert-butyl[(2S)-1-(1,2-oxazinan-2-yl)-1-oxo-3-phenylpropan-2-yl]carbamate), FC(C(=O)O)(F)F (trifluoroacetic acid), C(C)(C)(C)OC(=O)N[C@@]1([C@H](C1)C1=CC=CC=C1)C(=O)O ((1S,2R)-1-[(tert-butoxycarbonyl)amino]-2-phenylcyclopropanecarboxylic acid), C(C)(C)(C)OC(N[C@H](C(=O)N1OCCCC1)CC1=CC=CC=C1)=O (tert-butyl[(2S)-1-(1,2-oxazinan-2-yl)-1-oxo-3-phenylpropan-2-yl]carbamate), C(C1=CC=CC=C1)OC(=O)N[C@@H](C(C)C)C(=O)N([C@H]([C@@H](CC(=O)OC(C)(C)C)OC)[C@H](CC)C)C (tert-butyl (3R,4S,5S)-4-[{N-[(benzyloxy)carbonyl]-L-valyl}(methyl)amino]-3-methoxy-5-methylheptanoate). The product is CO[C@H]([C@H](C(=O)N[C@@]1([C@H](C1)C1=CC=CC=C1)C(=O)N1OCCCC1)C)[C@H]1N(CCC1)C(=O)OC(C)(C)C (tert-Butyl (2S)-2-[(1R,2R)-1-methoxy-2-methyl-3-{[(1S,2R)-1-(1,2-oxazinan-2-ylcarbonyl)-2-phenylcyclopropyl]amino}-3-oxopropyl]pyrrolidine-1-carboxylate). RXN SMILES: C(O[C:6](=[O:24])[NH:7][C@@H:8]([CH2:17][C:18]1[CH:23]=[CH:22][CH:21]=[CH:20][CH:19]=1)[C:9]([N:11]1[CH2:16][CH2:15][CH2:14][CH2:13][O:12]1)=[O:10])(C)(C)C.[C:25]([O:29][C:30]([NH:32][C@@:33]1(C(O)=O)[CH2:35][C@@H:34]1[C:36]1[CH:41]=[CH:40][CH:39]=CC=1)=[O:31])([CH3:28])([CH3:27])[CH3:26].FC(F)(F)[C:47](O)=[O:48].[CH2:52](OC(N[C@H](C(N(C)[C@@H]([C@@H](C)CC)[C@H](OC)CC(OC(C)(C)C)=O)=O)C(C)C)=O)C1C=CC=CC=1>>[CH3:47][O:48][C@@H:41]([C@@H:36]1[CH2:34][CH2:35][CH2:33][N:32]1[C:30]([O:29][C:25]([CH3:26])([CH3:27])[CH3:28])=[O:31])[C@@H:40]([CH3:39])[C:6]([NH:7][C@@:8]1([C:9]([N:11]2[CH2:16][CH2:15][CH2:14][CH2:13][O:12]2)=[O:10])[CH2:52][C@@H:17]1[C:18]1[CH:19]=[CH:20][CH:21]=[CH:22][CH:23]=1)=[O:24]. Procedure: The title compound was prepared analogously to the synthesis of Intermediates 5 and 6 in three steps by coupling commercially available (1S,2R)-1-[(tert-butoxycarbonyl)amino]-2-phenylcyclopropanecarboxylic acid with 1,2-oxazinane hydrochloride (Starting Material 5), subsequent deprotection with trifluoroacetic acid and another coupling with Starting Material 1. The end product was purified by preparative HPLC. The reactants are C(#N)/C(/C(=O)OCC)=C\C1=CC=CC=C1 (ethyl (2E)-2-cyano-3-phenylacrylate). Reagents/catalysts: [OH-].[Pd+2].[OH-] (Palladium hydroxide). Run in C(C)O (ethanol). Conditions: time 2 hour. Yields the product NCC(C(=O)OCC)CC1=CC=CC=C1 (ethyl 3-amino-2-benzylpropanoate). The yield is 31.4%. As a reaction SMILES: [C:1](/[C:3](=[CH:9]\[C:10]1[CH:15]=[CH:14][CH:13]=[CH:12][CH:11]=1)/[C:4]([O:6][CH2:7][CH3:8])=[O:5])#[N:2]>C(O)C.[OH-].[Pd+2].[OH-]>[NH2:2][CH2:1][CH:3]([CH2:9][C:10]1[CH:11]=[CH:12][CH:13]=[CH:14][CH:15]=1)[C:4]([O:6][CH2:7][CH3:8])=[O:5] |f:2.3.4|. Procedure details: To a solution of ethyl (2E)-2-cyano-3-phenylacrylate (1.2 g) in ethanol (30 mL) was added 10% Palladium hydroxide (0.3 g) and the mixture was hydrogenated at 3 atms. for 2 hours. After removing the catalysts by filtration on celite pad, the filtrate was evaporated in vacuo. The residue was dissolved in 1N HCl (2 mL) and washed with chloroform. The separated aqueous layer was adjusted to pH=7 by addition of saturated sodium bicarbonate solution and extracted with ethyl acetate. The separated orga... Reactants: CN1C(=NC2=C1C=CC=C2)CC(=O)OCC (ethyl 2-(1-methylbenzimidazol-2-yl)acetate), NC1=CC=C(CC#N)C=C1 (4-aminobenzylcyanide). Yields the product C(#N)CC1=CC=C(NC(CC2=NC3=C(N2C)C=CC=C3)=O)C=C1 (4′-cyanomethyl-2-(1-methylbenzimidazol-2-yl)acetanilide). The yield is 74.9%. Reaction SMILES: [CH3:1][N:2]1[C:6]2[CH:7]=[CH:8][CH:9]=[CH:10][C:5]=2[N:4]=[C:3]1[CH2:11][C:12]([O:14]CC)=O.[NH2:17][C:18]1[CH:26]=[CH:25][C:21]([CH2:22][C:23]#[N:24])=[CH:20][CH:19]=1>>[C:23]([CH2:22][C:21]1[CH:25]=[CH:26][C:18]([NH:17][C:12](=[O:14])[CH2:11][C:3]2[N:2]([CH3:1])[C:6]3[CH:7]=[CH:8][CH:9]=[CH:10][C:5]=3[N:4]=2)=[CH:19][CH:20]=1)#[N:24]. Procedure: 1.14 g of ethyl 2-(1-methylbenzimidazol-2-yl)acetate and 970 mg of 4-aminobenzylcyanide were subjected to a condensation reaction to obtain 1.19 g of 4′-cyanomethyl-2-(1-methylbenzimidazol-2-yl)acetanilide. Reactants: C(C)OC(=O)C=1N(C(=NC1C)Br)C (2-bromo-3,5-dimethyl-3H-imidazole-4-carboxylic acid ethyl ester), C(#C)C1=CC=C(C=C1)F (1-ethynyl-4-fluorobenzene). Product: C(C)OC(=O)C=1N(C(=NC1C)C#CC1=CC=C(C=C1)F)C (2-(4-Fluoro-phenylethynyl)-3,5-dimethyl-3H-imidazole-4-carboxylic acid ethyl ester). RXN SMILES: [CH2:1]([O:3][C:4]([C:6]1[N:7]([CH3:13])[C:8](Br)=[N:9][C:10]=1[CH3:11])=[O:5])[CH3:2].[C:14]([C:16]1[CH:21]=[CH:20][C:19]([F:22])=[CH:18][CH:17]=1)#[CH:15]>>[CH2:1]([O:3][C:4]([C:6]1[N:7]([CH3:13])[C:8]([C:15]#[C:14][C:16]2[CH:21]=[CH:20][C:19]([F:22])=[CH:18][CH:17]=2)=[N:9][C:10]=1[CH3:11])=[O:5])[CH3:2]. Procedure details: The title compound, MS: m/e=286.8 (M+H+) was prepared in accordance with the general method of example 1b from 2-bromo-3,5-dimethyl-3H-imidazole-4-carboxylic acid ethyl ester and 1-ethynyl-4-fluorobenzene. Reactants: CCOC(=O)c1cnc(NC(=O)OC(C)(C)C)s1, CO, [Na+], [OH-]. The product is CC(C)(C)OC(=O)Nc1ncc(C(=O)O)s1. RXN SMILES: [C:1]([CH3:2])([CH3:3])([CH3:4])[O:5][C:6](=[O:7])[NH:8][c:9]1[s:10][c:11]([C:14](=[O:15])[O:16][CH2:17][CH3:18])[cH:12][n:13]1.[CH3:21][OH:22].[Na+:20].[OH-:19]>>[C:1]([CH3:2])([CH3:3])([CH3:4])[O:5][C:6](=[O:7])[NH:8][c:9]1[s:10][c:11]([C:14](=[O:15])[OH:16])[cH:12][n:13]1.